Dataset: the Open Reaction Database (ORD), a public repository of structured organic reaction records. Task: describe an organic reaction: reactants, conditions, products, and yield Starting materials: Cc1ccccc1, COc1ccc(Cl)cc1C(=O)CCCCCl, O, OCCO. Yields the product COc1ccc(Cl)cc1C1(CCCCCl)OCCO1. RXN SMILES: [CH3:21][c:22]1[cH:23][cH:24][cH:25][cH:26][cH:27]1.[Cl:1][CH2:2][CH2:3][CH2:4][CH2:5][C:6](=[O:7])[c:8]1[c:9]([O:15][CH3:16])[cH:10][cH:11][c:12]([Cl:14])[cH:13]1.[OH2:28].[OH:17][CH2:18][CH2:19][OH:20]>>[Cl:1][CH2:2][CH2:3][CH2:4][CH2:5][C:6]1([c:8]2[c:9]([O:15][CH3:16])[cH:10][cH:11][c:12]([Cl:14])[cH:13]2)[O:7][CH2:19][CH2:18][O:17]1. The reactants are saturated solution, C(\C=C\C(=O)O)(=O)O (fumaric acid), CC(C)=C (Isobutylene), [OH-].[Na+] (sodium hydroxide), CC1=NCCN2C1=CC=1CCC3=C(C21)C=CC(=C3)O (5,6,10,11-tetrahydro-8-methyl-benzo[g]pyrazino[1,2-a]indol-3-ol), FC(S(=O)(=O)O)(F)F (trifluoromethanesulphonic acid). Solvent: C(C)O (ethanol), C(Cl)Cl (methylene chloride), CO (methanol). Run at temperature -78 celsius. The product is C(\C=C\C(=O)O)(=O)O.C(C)(C)(C)OC=1C=CC2=C(CCC=3C=C4N(C23)CCN=C4C)C1 (3-tert-butoxy-5,6,10,11-tetrahydro-8-methyl-benzo[g]pyrazino[1,2-a]indole fumarate). Isolated yield 6.0%. RXN SMILES: [CH3:1][C:2](=[CH2:4])[CH3:3].[CH3:5][C:6]1[C:11]2=[CH:12][C:13]3[CH2:14][CH2:15][C:16]4[CH:22]=[C:21]([OH:23])[CH:20]=[CH:19][C:17]=4[C:18]=3[N:10]2[CH2:9][CH2:8][N:7]=1.FC(F)(F)S(O)(=O)=O.[OH-].[Na+].[C:34]([OH:41])(=[O:40])/[CH:35]=[CH:36]/[C:37]([OH:39])=[O:38]>C(Cl)Cl.C(O)C.CO>[C:34]([OH:41])(=[O:40])/[CH:35]=[CH:36]/[C:37]([OH:39])=[O:38].[C:2]([O:23][C:21]1[CH:20]=[CH:19][C:17]2[C:18]3[N:10]4[CH2:9][CH2:8][N:7]=[C:6]([CH3:5])[C:11]4=[CH:12][C:13]=3[CH2:14][CH2:15][C:16]=2[CH:22]=1)([CH3:3])([CH3:1])[CH3:4] |f:3.4,9.10|. Procedure: Isobutylene (11.0 g) was condensed under argon into a solution of 1.0 g of 5,6,10,11-tetrahydro-8-methyl-benzo[g]pyrazino[1,2-a]indol-3-ol in 50 ml of methylene chloride. The solution was cooled to -78° C. and treated with 0.4 ml of trifluoromethanesulphonic acid while stirring. The mixture was stirred at -78° C. for 8 hours and at -5° C. for 30 minutes. Subsequently, 50 ml of methanol were added and the mixture was neutralized with powdered sodium hydroxide. The reaction mixture was freed from ...